Dataset: the Open Reaction Database (ORD), a public repository of structured organic reaction records. Task: describe an organic reaction: reactants, conditions, products, and yield The product is COC(=O)Cn1c(C)c(Cc2sc(C)cc2S(=O)(=O)c2ccccc2)c2cc(F)ccc21. RXN SMILES: [CH3:18][O:19][C:20]([CH2:21][n:22]1[c:23]([CH3:32])[cH:24][c:25]2[cH:26][c:27]([F:31])[cH:28][cH:29][c:30]12)=[O:33].[c:1]1([S:7](=[O:8])(=[O:9])[c:10]2[c:11]([CH:16]=[O:17])[s:12][c:13]([CH3:15])[cH:14]2)[cH:2][cH:3][cH:4][cH:5][cH:6]1>>[c:1]1([S:7](=[O:8])(=[O:9])[c:10]2[c:11]([CH2:16][c:24]3[c:23]([CH3:32])[n:22]([CH2:21][C:20]([O:19][CH3:18])=[O:33])[c:30]4[c:25]3[cH:26][c:27]([F:31])[cH:28][cH:29]4)[s:12][c:13]([CH3:15])[cH:14]2)[cH:2][cH:3][cH:4][cH:5][cH:6]1. Starting materials: COC(=O)Cn1c(C)cc2cc(F)ccc21, Cc1cc(S(=O)(=O)c2ccccc2)c(C=O)s1. Starting materials: C1CCOC1, CCOC(C)=O, O=S(=O)(Cl)c1ccc(OC(F)(F)F)cc1, CC(=O)c1ccc(N)cc1, c1ccncc1. Yields the product CC(=O)c1ccc(NS(=O)(=O)c2ccc(OC(F)(F)F)cc2)cc1. Reaction SMILES: [CH2:38]1[O:39][CH2:40][CH2:41][CH2:42]1.[CH3:32][CH2:33][O:34][C:35](=[O:36])[CH3:37].[F:17][C:18]([O:19][c:20]1[cH:21][cH:22][c:23]([S:26](=[O:27])(=[O:28])[Cl:29])[cH:24][cH:25]1)([F:30])[F:31].[NH2:1][c:2]1[cH:3][cH:4][c:5]([C:8]([CH3:9])=[O:10])[cH:6][cH:7]1.[cH:11]1[cH:12][cH:13][n:14][cH:15][cH:16]1>>[NH:1]([c:2]1[cH:3][cH:4][c:5]([C:8]([CH3:9])=[O:10])[cH:6][cH:7]1)[S:26]([c:23]1[cH:22][cH:21][c:20]([O:19][C:18]([F:17])([F:30])[F:31])[cH:25][cH:24]1)(=[O:27])=[O:28]. Reactants: [N+](=O)([O-])C1=CC=C(C=C1)C1=NN=NN1 (5-(4-nitro-phenyl)-1H-tetrazole). The reagents and catalysts are [Pd] (Pd/C). Solvent: CO (MeOH). Run at time 1.5 hour. Product: N1N=NN=C1C1=CC=C(C=C1)N (4-(1H-Tetrazol-5-yl)-phenylamine). RXN SMILES: [N+:1]([C:4]1[CH:9]=[CH:8][C:7]([C:10]2[NH:14][N:13]=[N:12][N:11]=2)=[CH:6][CH:5]=1)([O-])=O>CO.[Pd]>[NH:14]1[C:10]([C:7]2[CH:8]=[CH:9][C:4]([NH2:1])=[CH:5][CH:6]=2)=[N:11][N:12]=[N:13]1. Procedure details: To a solution of 5-(4-nitro-phenyl)-1H-tetrazole (1.0 g, 5.2 mmol) in MeOH (30 mL) was added 10 wt % Pd/C (0.1 equiv by wt) under argon atmosphere. The mixture was evacuated, refilled with hydrogen (3 cycles) and stirred at room temperature for 1.5 h. The heterogeneous reaction mixture was filtered through a pad of Celite, washed with MeOH and concentrated in vacuo. The crude amino-compound was used in the next step without purification. MS (ES+): m/z 162 (M+H)+. Reactants: C([O-])([O-])=O.[K+].[K+] (potassium carbonate), CC1(CCS(C2=C(C=C(C(=C12)C)C(=O)C=1C(=NN(C1O)C)C)C)(=O)=O)C (4,4,5,8-tetramethyl-6-(1,3-dimethyl-5-hydroxypyrazol-4-yl)carbonylthiochroman-1,1-dioxide), resultant solution, C(CC)S(=O)(=O)Cl (n-propanesulfonyl chloride). Reagents/catalysts: [Cl-].C(C1=CC=CC=C1)[N+](CC)(CC)CC (benzyltriethylammonium chloride). The solvent is C(Cl)Cl (methylene chloride), C(Cl)Cl (methylene chloride), C(Cl)Cl (methylene chloride). Product: CC1(CCS(C2=C(C=C(C(=C12)C)C(=O)C=1C(=NN(C1OS(=O)(=O)CCC)C)C)C)(=O)=O)C (4,4,5,8-tetramethyl-6-(1,3-dimethyl-5-n-propanesulfonyloxypyrazol-4-yl)carbonylthiochroman-1,1-dioxide). Isolated yield 36.8%. Reaction SMILES: [CH3:1][C:2]1([CH3:26])[C:11]2[C:6](=[C:7]([CH3:23])[CH:8]=[C:9]([C:13]([C:15]3[C:16]([CH3:22])=[N:17][N:18]([CH3:21])[C:19]=3[OH:20])=[O:14])[C:10]=2[CH3:12])[S:5](=[O:25])(=[O:24])[CH2:4][CH2:3]1.C(=O)([O-])[O-].[K+].[K+].[CH2:33]([S:36](Cl)(=[O:38])=[O:37])[CH2:34][CH3:35]>C(Cl)Cl.[Cl-].C([N+](CC)(CC)CC)C1C=CC=CC=1>[CH3:1][C:2]1([CH3:26])[C:11]2[C:6](=[C:7]([CH3:23])[CH:8]=[C:9]([C:13]([C:15]3[C:16]([CH3:22])=[N:17][N:18]([CH3:21])[C:19]=3[O:20][S:36]([CH2:33][CH2:34][CH3:35])(=[O:38])=[O:37])=[O:14])[C:10]=2[CH3:12])[S:5](=[O:25])(=[O:24])[CH2:4][CH2:3]1 |f:1.2.3,6.7|. Procedure: 2.7 Grams (7.1 mmol) of the 4,4,5,8-tetramethyl-6-(1,3-dimethyl-5-hydroxypyrazol-4-yl)carbonylthiochroman-1,1-dioxide obtained in Preparation Example 6 was dissolved in 20 ml of methylene chloride, and a solution of 1.5 g of potassium carbonate in 20 ml of methylene chloride was added. Further, 0.76 g (10.5 mmol) of n-propanesulfonyl chloride was dissolved in 10 ml of methylene chloride, and the resultant solution was added. Then, 50 mg of benzyltriethylammonium chloride was added. The mixture w... Starting materials: OC1=CC=C(C=C1)N1C2(CCC2)C(N(C1=S)C=1C=C(C(=NC1)C#N)C(F)(F)F)=O (5-(5-(4-hydroxyphenyl)-8-oxo-6-thioxo-5,7-diazaspiro[3.4]octan-7-yl)-3-(trifluoromethyl)picolinonitrile), OC1=CC=C(C=C1)N1C2(CCC2)C(N(C1=S)C=1C=C(C(=NC1)C#N)C(F)(F)F)=O (5-(5-(4-hydroxyphenyl)-8-oxo-6-thioxo-5,7-diazaspiro[3.4]octan-7-yl)-3-(trifluoromethyl)picolinonitrile), ClC1=NC=CC=N1 (2-chloropyrimidine), C([O-])([O-])=O.[Cs+].[Cs+] (cesium carbonate), O (water). The solvent is C1CCOC1 (THF). The product is O=C1N(C(N(C12CCC2)C2=CC=C(C=C2)OC2=NC=CC=N2)=S)C=2C=C(C(=NC2)C#N)C(F)(F)F (5-(8-oxo-5-(4-(pyrimidin-2-yloxy)phenyl)-6-thioxo-5,7-diazaspiro[3.4]octan-7-yl)-3-(trifluoromethyl)picolinonitrile). Yield: 50.4%. RXN SMILES: [OH:1][C:2]1[CH:7]=[CH:6][C:5]([N:8]2[C:15](=[S:16])[N:14]([C:17]3[CH:18]=[C:19]([C:25]([F:28])([F:27])[F:26])[C:20]([C:23]#[N:24])=[N:21][CH:22]=3)[C:13](=[O:29])[C:9]32[CH2:12][CH2:11][CH2:10]3)=[CH:4][CH:3]=1.Cl[C:31]1[N:36]=[CH:35][CH:34]=[CH:33][N:32]=1.C(=O)([O-])[O-].[Cs+].[Cs+].O>C1COCC1>[O:29]=[C:13]1[C:9]2([CH2:12][CH2:11][CH2:10]2)[N:8]([C:5]2[CH:6]=[CH:7][C:2]([O:1][C:31]3[N:36]=[CH:35][CH:34]=[CH:33][N:32]=3)=[CH:3][CH:4]=2)[C:15](=[S:16])[N:14]1[C:17]1[CH:18]=[C:19]([C:25]([F:28])([F:27])[F:26])[C:20]([C:23]#[N:24])=[N:21][CH:22]=1 |f:2.3.4|. Reported procedure: A mixture of 5-(5-(4-hydroxyphenyl)-8-oxo-6-thioxo-5,7-diazaspiro[3.4]octan-7-yl)-3-(trifluoromethyl)picolinonitrile (Compound 63, 50 mg, 0.12 mmol), 2-chloropyrimidine (17 mg, 0.15 mmol), and cesium carbonate (60 mg, 0.18 mmol) in anhydrous THF (1.2 mL) was heated at reflux overnight. The reaction mixture was cooled to room temperature and water was added. The aqueous was extracted with EtOAc (3×), the organics combined and washed with brine, dried (MgSO4) and concentrated. Purification by colu... The reactants are Cl.NCCNC(CCC1=NN(C(=C1)C1=CC=C(C=C1)C)C1=CC=C(C=C1)S(N)(=O)=O)=O (N-(2-aminoethyl)-3-{1-(4-sulfamoylphenyl)-5-p-tolyl-1H-pyrazol-3-yl}propanamide hydrochloride), C(C)(C)N(C(C)C)CC (N,N-diisopropylethylamine). The solvent is ClCCl (dichloromethane). The product is NCCNC(CCC1=NN(C(=C1)C1=CC=C(C=C1)C)C1=CC=C(C=C1)S(N)(=O)=O)=O (N-(2-aminoethyl)-3-{1-(4-sulfamoylphenyl)-5-p-tolyl-1H-pyrazol-3-yl}propanamide). RXN SMILES: Cl.[NH2:2][CH2:3][CH2:4][NH:5][C:6](=[O:31])[CH2:7][CH2:8][C:9]1[CH:13]=[C:12]([C:14]2[CH:19]=[CH:18][C:17]([CH3:20])=[CH:16][CH:15]=2)[N:11]([C:21]2[CH:26]=[CH:25][C:24]([S:27](=[O:30])(=[O:29])[NH2:28])=[CH:23][CH:22]=2)[N:10]=1.C(N(CC)C(C)C)(C)C>ClCCl>[NH2:2][CH2:3][CH2:4][NH:5][C:6](=[O:31])[CH2:7][CH2:8][C:9]1[CH:13]=[C:12]([C:14]2[CH:15]=[CH:16][C:17]([CH3:20])=[CH:18][CH:19]=2)[N:11]([C:21]2[CH:26]=[CH:25][C:24]([S:27](=[O:29])(=[O:30])[NH2:28])=[CH:23][CH:22]=2)[N:10]=1 |f:0.1|. Procedure details: N-(2-aminoethyl)-3-{1-(4-sulfamoylphenyl)-5-p-tolyl-1H-pyrazol-3-yl}propanamide hydrochloride was reacted with N,N-diisopropylethylamine (DIPEA) in dichloromethane for 5 minutes at room temperature to produce N-(2-aminoethyl)-3-{1-(4-sulfamoylphenyl)-5-p-tolyl-1H-pyrazol-3-yl}propanamide which was then reacted with 5-(N-(14-carboxy-3,6,9,12-tetraoxatetradecyl)sulfamoyl)-2-(6-(diethylamino)-3-(diethyliminio)-3H-xanthen-9-yl)benzenesulfonate (produced as disclosed hereinabove with respect to Compo...